This data is from the Open Reaction Database (ORD), a public repository of structured organic reaction records. The task is: describe an organic reaction: reactants, conditions, products, and yield Starting materials: CC=1C2=C(SC1)C=CC(=C2)C (3,5-dimethyl-benzo[b]thiophene), C(C1=CC=CC=C1)=O (benzaldehyde). The product is CC=1C2=C(SC1C(O)C1=CC=CC=C1)C=CC(=C2)C ((3,5-dimethyl-benzo[b]thiophen-2-yl)-phenyl-methanol). Reaction SMILES: [CH3:1][C:2]1[C:3]2[CH:10]=[C:9]([CH3:11])[CH:8]=[CH:7][C:4]=2[S:5][CH:6]=1.[CH:12](=[O:19])[C:13]1[CH:18]=[CH:17][CH:16]=[CH:15][CH:14]=1>>[CH3:1][C:2]1[C:3]2[CH:10]=[C:9]([CH3:11])[CH:8]=[CH:7][C:4]=2[S:5][C:6]=1[CH:12]([C:13]1[CH:18]=[CH:17][CH:16]=[CH:15][CH:14]=1)[OH:19]. Procedure: Using general procedure B, 3,5-dimethyl-benzo[b]thiophene was reacted with benzaldehyde to give (3,5-dimethyl-benzo[b]thiophen-2-yl)-phenyl-methanol as a colorless oil. MS: 251.4 ([M+H—H2O]+). The reactants are Br, CC(=O)O, Cc1c(NN2C=NCC2)ccc2c1N(C(=O)OC(C)(C)C)CC2, ClCCl, CC(=O)O, CO. Product: Cc1c(NN2C=NCC2)ccc2c1NCC2. Reaction SMILES: [BrH:28].[C:1]([OH:2])(=[O:3])[CH3:4].[C:5]([O:6][C:7](=[O:8])[N:12]1[CH2:13][CH2:14][c:15]2[cH:16][cH:17][c:18]([NH:22][N:23]3[CH:24]=[N:25][CH2:26][CH2:27]3)[c:19]([CH3:21])[c:20]21)([CH3:9])([CH3:10])[CH3:11].[CH2:35]([Cl:36])[Cl:37].[CH3:29][C:30](=[O:31])[OH:32].[CH3:33][OH:34]>>[NH:12]1[CH2:13][CH2:14][c:15]2[cH:16][cH:17][c:18]([NH:22][N:23]3[CH:24]=[N:25][CH2:26][CH2:27]3)[c:19]([CH3:21])[c:20]21. Reaction SMILES: [NH2:1][C:2]1[CH:3]=[C:4]([C:8]2[N:9]=[C:10]3[N:14]([C:15]=2[C:16]2[CH:21]=[CH:20][N:19]=[C:18]([NH:22][C:23]4[CH:28]=[CH:27][CH:26]=[C:25]([CH2:29][CH2:30][N:31]5[CH2:36][CH2:35][O:34][CH2:33][CH2:32]5)[CH:24]=4)[N:17]=2)[CH:13]=[CH:12][S:11]3)[CH:5]=[CH:6][CH:7]=1.NC1C=C(C2N=C3N(C=2C2C=CN=C(NC4C=CC=C(OCCCN5CCOCC5)C=4)N=2)C=CS3)C=CC=1.[N:75]([C:78]1[CH:83]=[CH:82][CH:81]=[CH:80][CH:79]=1)=[C:76]=[O:77].FC1C=CC=C(F)C=1C(Cl)=O>>[N:31]1([CH2:30][CH2:29][C:25]2[CH:24]=[C:23]([NH:22][C:18]3[N:17]=[C:16]([C:15]4[N:14]5[C:10]([S:11][CH:12]=[CH:13]5)=[N:9][C:8]=4[C:4]4[CH:3]=[C:2]([NH:1][C:76]([NH:75][C:78]5[CH:83]=[CH:82][CH:81]=[CH:80][CH:79]=5)=[O:77])[CH:7]=[CH:6][CH:5]=4)[CH:21]=[CH:20][N:19]=3)[CH:28]=[CH:27][CH:26]=2)[CH2:36][CH2:35][O:34][CH2:33][CH2:32]1. The product is N1(CCOCC1)CCC=1C=C(C=CC1)NC1=NC=CC(=N1)C1=C(N=C2SC=CN21)C=2C=C(C=CC2)NC(=O)NC2=CC=CC=C2 (N-(3-(5-(2-((3-(2-morpholin-4-ylethyl)phenyl)amino)pyrimidin-4-yl)imidazo[2,1-b][1,3]thiazol-6-yl)phenyl)-N′-phenylurea). The reactants are NC=1C=C(C=CC1)C=1N=C2SC=CN2C1C1=NC(=NC=C1)NC1=CC(=CC=C1)CCN1CCOCC1 (4-(6-(3-aminophenyl)imidazo[2,1-b]thiazol-5-yl)-N-(3-(2-morpholinoethyl)phenyl)pyrimidin-2-amine), FC1=C(C(=O)Cl)C(=CC=C1)F (2,6-difluorobenzoyl chloride), NC=1C=C(C=CC1)C=1N=C2SC=CN2C1C1=NC(=NC=C1)NC1=CC(=CC=C1)OCCCN1CCOCC1 (4-(6-(3-aminophenyl)imidazo[2,1-b]thiazol-5-yl)-N-(3-(3-morpholinopropoxy)phenyl)pyrimidin-2-amine), N(=C=O)C1=CC=CC=C1 (isocyanatobenzene). Procedure: The title compound was prepared as described in EXAMPLE 297, with the following substitutions: 4-(6-(3-aminophenyl)imidazo[2,1-b]thiazol-5-yl)-N-(3-(2-morpholinoethyl)phenyl)pyrimidin-2-amine for 4-(6-(3-aminophenyl)imidazo[2,1-b]thiazol-5-yl)-N-(3-(3-morpholinopropoxy)phenyl)pyrimidin-2-amine and isocyanatobenzene for 2,6-difluorobenzoyl chloride. (ESI(+)) m/e 617 (M+H)+; (ESI(−)) m/e 615 (M−H)−; 1H-NMR (300 MHz, DMSO-d6) □9.65 (s, 1H), 8.84 (s, 2H), 8.70 (s, 1H), 8.29 (d, 1H), 7.74 (t, 1H), 7.... The reactants are CCNCC, C#CC(C)(C)Oc1ccc(C#N)cc1, Cl[Pd]Cl, [Cu]I, COc1ccccc1I, c1ccc(P(c2ccccc2)c2ccccc2)cc1. Yields the product COc1ccccc1C#CC(C)(C)Oc1ccc(C#N)cc1. RXN SMILES: [CH2:43]([NH:44][CH2:45][CH3:46])[CH3:47].[CH3:29][C:30]([C:31]#[CH:32])([O:33][c:34]1[cH:35][cH:36][c:37]([C:38]#[N:39])[cH:40][cH:41]1)[CH3:42].[Cl:48][Pd:49][Cl:50].[Cu:51][I:52].[I:1][c:2]1[c:3]([O:8][CH3:9])[cH:4][cH:5][cH:6][cH:7]1.[c:10]1([P:11]([c:12]2[cH:13][cH:14][cH:15][cH:16][cH:17]2)[c:18]2[cH:19][cH:20][cH:21][cH:22][cH:23]2)[cH:24][cH:25][cH:26][cH:27][cH:28]1>>[c:2]1([C:32]#[C:31][C:30]([CH3:29])([O:33][c:34]2[cH:35][cH:36][c:37]([C:38]#[N:39])[cH:40][cH:41]2)[CH3:42])[c:3]([O:8][CH3:9])[cH:4][cH:5][cH:6][cH:7]1. The reactants are FC=1C(=CC(=C(C1)NC(C)=O)[N+](=O)[O-])C(F)(F)F (N-(5-fluoro-2-nitro-4-trifluoromethyl-phenyl)-acetamide), C(=O)(O)[O-].[Na+] (NaHCO3). Run in Cl (HCl). Run at temperature 0 celsius. Yields the product FC=1C(=CC(=C(C1)N)[N+](=O)[O-])C(F)(F)F (5-Fluoro-2-nitro-4-trifluoromethyl-phenylamine). The yield is 91.2%. RXN SMILES: [F:1][C:2]1[C:3]([C:15]([F:18])([F:17])[F:16])=[CH:4][C:5]([N+:12]([O-:14])=[O:13])=[C:6]([NH:8]C(=O)C)[CH:7]=1.C([O-])(O)=O.[Na+]>Cl>[F:1][C:2]1[C:3]([C:15]([F:16])([F:17])[F:18])=[CH:4][C:5]([N+:12]([O-:14])=[O:13])=[C:6]([NH2:8])[CH:7]=1 |f:1.2|. Procedure: A suspension of N-(5-fluoro-2-nitro-4-trifluoromethyl-phenyl)-acetamide (17.8 g, 67.0 mmol) in aqueous HCl (3M, 400 mL) was heated at reflux for 3 h. The resulting suspension was cooled to 0° C. and brought to pH 8 with NaHCO3. The resulting solid was collected to yield the titled compound (13.7 g, 91% yield). The compound did not yield MS data. 1H NMR (400 MHz, CDCl3): 8.48 (d, J=7.3 Hz, 1H), 6.75-6.18 (m, 3H). Reactants: Cl.CS(=O)(=O)C1=CC=C(C=C1)N1N=C(C(=CC1=O)OC1CCNCC1)C#N (1-(4-(methylsulfonyl)phenyl)-6-oxo-4-(piperidin-4-yloxy)-1,6-dihydropyridazine-3-carbonitrile HCl), CCN(C(C)C)C(C)C (DIPEA), ClC=1C=NC(=NC1)I (5-chloro-2-iodopyrimidine), CCOC(=O)C (EtOAc). Solvent: CN1CCCC1=O (NMP). Reaction conditions: temperature 100 celsius. Product: ClC=1C=NC(=NC1)N1CCC(CC1)OC=1C(=NN(C(C1)=O)C1=CC=C(C=C1)S(=O)(=O)C)C#N (4-(1-(5-chloropyrimidin-2-yl)piperidin-4-yloxy)-1-(4-(methylsulfonyl)phenyl)-6-oxo-1,6-dihydropyridazine-3-carbonitrile). Yield: 75.3%. Reaction SMILES: Cl.[CH3:2][S:3]([C:6]1[CH:11]=[CH:10][C:9]([N:12]2[C:17](=[O:18])[CH:16]=[C:15]([O:19][CH:20]3[CH2:25][CH2:24][NH:23][CH2:22][CH2:21]3)[C:14]([C:26]#[N:27])=[N:13]2)=[CH:8][CH:7]=1)(=[O:5])=[O:4].CCN(C(C)C)C(C)C.[Cl:37][C:38]1[CH:39]=[N:40][C:41](I)=[N:42][CH:43]=1.CCOC(C)=O>CN1C(=O)CCC1>[Cl:37][C:38]1[CH:39]=[N:40][C:41]([N:23]2[CH2:24][CH2:25][CH:20]([O:19][C:15]3[C:14]([C:26]#[N:27])=[N:13][N:12]([C:9]4[CH:8]=[CH:7][C:6]([S:3]([CH3:2])(=[O:5])=[O:4])=[CH:11][CH:10]=4)[C:17](=[O:18])[CH:16]=3)[CH2:21][CH2:22]2)=[N:42][CH:43]=1 |f:0.1|. Procedure: To a stirring solution of 1-(4-(methylsulfonyl)phenyl)-6-oxo-4-(piperidin-4-yloxy)-1,6-dihydropyridazine-3-carbonitrile HCl (124 mg, 0.33 mmol) in NMP (3 mL) at room temperature under argon was added DIPEA (128 mg, 0.99 mmol) and 5-chloro-2-iodopyrimidine (159 mg, 0.66 mmol). The resulting reaction mixture was heated at 100° C. under argon overnight. 15 mL of EtOAc was added to the reaction mixture. The reaction mixture was washed with water (15 mL), and brine (15 mL). Organic phase was dried (M... As a reaction SMILES: C(OC(=O)C)(=O)C.C(OC(=O)CC)(=O)CC.[C:17]([O:25]C(=O)C1C=CC=CC=1)(=[O:24])[C:18]1[CH:23]=[CH:22][CH:21]=[CH:20][CH:19]=1>>[C:17]([OH:25])(=[O:24])[C:18]1[CH:23]=[CH:22][CH:21]=[CH:20][CH:19]=1. Procedure details: Acetic anhydride, propanoic anhydride, benzoic anhydride, monochloroacetyl anhydride, dichloroacetyl anhydride and benzoyl chlorides are preferred acylation agents. Reactants: C(C)(=O)OC(C)=O (Acetic anhydride), monochloroacetyl anhydride, dichloroacetyl anhydride, C(CC)(=O)OC(CC)=O (propanoic anhydride), C(C1=CC=CC=C1)(=O)OC(C1=CC=CC=C1)=O (benzoic anhydride), benzoyl chlorides. Product: C(C1=CC=CC=C1)(=O)O (benzoic acid). The reactants are [H-].[Na+] (NaH), C1(=CC=CC=C1)CC#N (phenylacetonitrile), BrC[C@@H](COS(=O)(=O)C1=CC=C(C=C1)C)C ((R)-3-bromo-O-p-toluenesulfonyl-2-methyl-1-propanol), BrC[C@@H](CO)C ((R)-(-)-3-bromo-2-methyl-1-propanol), C(C=C)O (allylalcohol), C1(=CC=CC=C1)C1(CC(C1)C)C(=O)O (1-Phenyl-3-methylcyclobutanecarboxylic acid), O=S(Cl)Cl (SOCl2), C1(=CC=CC=C1)C1(CC(C1)C)C#N (1-phenyl-3-methylcyclobutanecarbonitrile), C1(=CC=C(C=C1)S(=O)(=O)Cl)C (p-toluenesulfonyl chloride). The solvent is N1=CC=CC=C1 (pyridine), N1=CC=CC=C1 (pyridine). Reaction conditions: time 8 hour. The product is allylester, C1(=CC=CC=C1)C1(CC(C1)C)C(=O)OCC=C (allyl 1-phenyl-3-methylcyclobutanecarboxylate). As a reaction SMILES: [H-].[Na+].[C:3]1([CH2:9][C:10]#N)[CH:8]=[CH:7][CH:6]=[CH:5][CH:4]=1.Br[CH2:13][C@H:14](C)[CH2:15][O:16]S(C1C=CC(C)=CC=1)(=O)=O.Br[CH2:29][C@H:30]([CH3:33])[CH2:31]O.C1(C)C=CC(S(Cl)(=O)=[O:41])=CC=1.C1(C2(C#N)CC(C)C2)C=CC=CC=1.C1(C2(C(O)=O)CC(C)C2)C=CC=CC=1.O=S(Cl)Cl.C(O)C=C>N1C=CC=CC=1>[C:3]1([C:9]2([C:10]([O:16][CH2:15][CH:14]=[CH2:13])=[O:41])[CH2:31][CH:30]([CH3:33])[CH2:29]2)[CH:8]=[CH:7][CH:6]=[CH:5][CH:4]=1 |f:0.1|. Procedure details: The title compound was prepared in an analogous manner to that in Example 29. NaH (60% dispersion in mineral oil, 77.8 mmol) was reacted at room temperature with phenylacetonitrile and (R)-3-bromo-O-p-toluenesulfonyl-2-methyl-1-propanol that was prepared by reacting (R)-(-)-3-bromo-2-methyl-1-propanol (33 mmol) with p-toluenesulfonyl chloride (39 mmol) in pyridine for 17 h. The afforded 1-phenyl-3-methylcyclobutanecarbonitrile contained 75% of the cis isomer and 25% of the trans isomer. In order... Starting materials: C1CCOC1 (THF), C1(=CC=CC=C1)C1=CC=C(OCCCC(=O)O)C=C1 (4-(4-phenylphenoxy)butanoic acid), CN1CCOCC1 (4-methylmorpholine), Cl.NO (hydroxylamine hydrochloride). Solvent: S(=O)(Cl)Cl (thionyl chloride), O (water). Conditions: time 2 hour. Yields the product C1(=CC=CC=C1)C1=CC=C(OCCCC(=O)NO)C=C1 (4-(4-phenylphenoxy)butanohydroxamic acid). The yield is 56.6%. RXN SMILES: [C:1]1([C:7]2[CH:19]=[CH:18][C:10]([O:11][CH2:12][CH2:13][CH2:14][C:15](O)=[O:16])=[CH:9][CH:8]=2)[CH:6]=[CH:5][CH:4]=[CH:3][CH:2]=1.CN1CCOCC1.Cl.[NH2:28][OH:29].C1COCC1>S(Cl)(Cl)=O.O>[C:1]1([C:7]2[CH:19]=[CH:18][C:10]([O:11][CH2:12][CH2:13][CH2:14][C:15]([NH:28][OH:29])=[O:16])=[CH:9][CH:8]=2)[CH:6]=[CH:5][CH:4]=[CH:3][CH:2]=1 |f:2.3|. Reported procedure: A suspension of 4-(4-phenylphenoxy)butanoic acid (2.42 g, 9.45 mmol) in thionyl chloride (25 mL) was heated at reflux for 90 minutes, during which time the mixture became homogenous. The reaction mixture was cooled to ambient temperature and concentrated in vacuo. The residue was taken up in 1:1 methylene chloride/THF. In a separate flask 4-methylmorpholine (3.5 mL, 32 mmol) was added to a solution of hydroxylamine hydrochloride (2.1 g, 30 mmol) in water (10 mL). THF (20 mL) was then added and t... Starting materials: Cl (HCl), C(C=C)OC=1C=C(C=CC1)O (3-allyloxyphenol), BrCC(=O)C1=CC=CC=C1 (2-bromoacetophenone), C([O-])([O-])=O.[K+].[K+] (potassium carbonate). Run in CC(CC)=O (2-butanone), C(C)(=O)OCC (ethyl acetate). Product: C(C=C)OC=1C=C(C=CC1)OCC(=O)CC (3-allyloxy-(2-ethyl-2-oxoethoxy)benzene). Reaction SMILES: [CH2:1]([O:4][C:5]1[CH:6]=[C:7]([OH:11])[CH:8]=[CH:9][CH:10]=1)[CH:2]=[CH2:3].Br[CH2:13][C:14]([C:16]1C=CC=C[CH:17]=1)=[O:15].C(=O)([O-])[O-].[K+].[K+].Cl>CC(=O)CC.C(OCC)(=O)C>[CH2:1]([O:4][C:5]1[CH:6]=[C:7]([O:11][CH2:13][C:14]([CH2:16][CH3:17])=[O:15])[CH:8]=[CH:9][CH:10]=1)[CH:2]=[CH2:3] |f:2.3.4|. Reported procedure: A solution of 3-allyloxyphenol (1.19 g), 2-bromoacetophenone (1.0 g) and potassium carbonate (1.10 g) in 2-butanone (15 ml) was refluxed for four hours. The mixture was partioned between 0.2N HCl and ethyl acetate. The organic layer was dried over magnesium sulfate, filtered, concentrated in vacuo. Column Chromatography (silica gel 60, 50% methylene chloride in hexane) gave the title compound.